This data is from the Open Reaction Database (ORD), a public repository of structured organic reaction records. The task is: describe an organic reaction: reactants, conditions, products, and yield Starting materials: [Cl-].[NH4+] (ammonium chloride), C1(CCCC1)N1N=C(C=2C(=NC=CC21)OC)C=2C=C(SC2)C(=O)N (4-(1-Cyclopentyl-4-methoxy-1H-pyrazolo[4,3-c]pyridin-3-yl)thiophene-2-carboxamide), [H-].[Na+] (sodium hydride), CN(C)C=O (DMF), IC (iodomethane). Run at time 30 minute. The product is C1(CCCC1)N1N=C(C=2C(=NC=CC21)OC)C=2C=C(SC2)C(=O)N(C)C (4-(1-cyclopentyl-4-methoxy-1H-pyrazolo[4,3-c]pyridin-3-yl)-N,N-dimethylthiophene-2-carboxamide). Reaction SMILES: [CH:1]1([N:6]2[C:14]3[CH:13]=[CH:12][N:11]=[C:10]([O:15][CH3:16])[C:9]=3[C:8]([C:17]3[CH:18]=[C:19](C(N)=O)[S:20][CH:21]=3)=[N:7]2)[CH2:5][CH2:4][CH2:3][CH2:2]1.[H-].[Na+].IC.[Cl-].[NH4+].[CH3:31][N:32]([CH:34]=[O:35])[CH3:33]>>[CH:1]1([N:6]2[C:14]3[CH:13]=[CH:12][N:11]=[C:10]([O:15][CH3:16])[C:9]=3[C:8]([C:17]3[CH:18]=[C:19]([C:34]([N:32]([CH3:33])[CH3:31])=[O:35])[S:20][CH:21]=3)=[N:7]2)[CH2:2][CH2:3][CH2:4][CH2:5]1 |f:1.2,4.5|. Reported procedure: 4-(1-Cyclopentyl-4-methoxy-1H-pyrazolo[4,3-c]pyridin-3-yl)thiophene-2-carboxamide (51.0 mg) was added to a solution of sodium hydride (60% dispersion in mineral oil, 30.0 mg) in DMF (10 ml), and the mixture was stirred at room temperature for 30 min. To the reaction mixture was added iodomethane (0.023 mL), and the mixture was stirred overnight at room temperature. To the reaction mixture was added saturated aqueous ammonium chloride solution, and the mixture was extracted with ethyl acetate. Th... Reactants: ClCC(COC1=CC=C(CNC2=NC(=NC(=N2)OCC(F)(F)F)NC2=CC=C(C(=O)OC(C)(C)C)C=C2)C=C1)=C (tert-butyl 4-((4-((4-((2-(chloromethyl)allyl)oxy)benzyl)amino)-6-(2,2,2-trifluoroethoxy)-1,3,5-triazin-2-yl)amino)benzoate), C(=O)(C(F)(F)F)O (TFA). The solvent is C(Cl)Cl (DCM). Run at time 3 hour. Yields the product ClCC(COC1=CC=C(CNC2=NC(=NC(=N2)OCC(F)(F)F)NC2=CC=C(C(=O)O)C=C2)C=C1)=C (4-(4-(4-(2-(chloromethyl)allyloxy)benzylamino)-6-(2,2,2-trifluoroethoxy)-1,3,5-triazin-2-ylamino)benzoic acid). Isolated yield 93.7%. RXN SMILES: [Cl:1][CH2:2][C:3](=[CH2:40])[CH2:4][O:5][C:6]1[CH:39]=[CH:38][C:9]([CH2:10][NH:11][C:12]2[N:17]=[C:16]([O:18][CH2:19][C:20]([F:23])([F:22])[F:21])[N:15]=[C:14]([NH:24][C:25]3[CH:37]=[CH:36][C:28]([C:29]([O:31]C(C)(C)C)=[O:30])=[CH:27][CH:26]=3)[N:13]=2)=[CH:8][CH:7]=1.C(O)(C(F)(F)F)=O>C(Cl)Cl>[Cl:1][CH2:2][C:3](=[CH2:40])[CH2:4][O:5][C:6]1[CH:7]=[CH:8][C:9]([CH2:10][NH:11][C:12]2[N:17]=[C:16]([O:18][CH2:19][C:20]([F:23])([F:22])[F:21])[N:15]=[C:14]([NH:24][C:25]3[CH:26]=[CH:27][C:28]([C:29]([OH:31])=[O:30])=[CH:36][CH:37]=3)[N:13]=2)=[CH:38][CH:39]=1. Procedure details: To a solution of tert-butyl 4-((4-((4-((2-(chloromethyl)allyl)oxy)benzyl)amino)-6-(2,2,2-trifluoroethoxy)-1,3,5-triazin-2-yl)amino)benzoate (1.3 g) in DCM (8 mL) was added TFA (3 ml). The mixture was stirred at room temperature for 3 hours. All the solvents were removed under vacuum to give 4-(4-(4-(2-(chloromethyl)allyloxy)benzylamino)-6-(2,2,2-trifluoroethoxy)-1,3,5-triazin-2-ylamino)benzoic acid (1.1 g). Reactants: O=C([O-])[O-], CCO, CC(C)OC(=O)N1CCC(Oc2ncnc(Nc3ccc(S(C)(=O)=O)cc3F)c2C#N)CC1, Cl, [K+], [K+], NO, O. Product: CC(C)OC(=O)N1CCC(Oc2ncnc(Nc3ccc(S(C)(=O)=O)cc3F)c2C(=N)NO)CC1. RXN SMILES: [C:37](=[O:38])([O-:39])[O-:40].[CH2:44]([OH:45])[CH3:46].[CH:1]([CH3:2])([CH3:3])[O:4][C:5](=[O:6])[N:7]1[CH2:8][CH2:9][CH:10]([O:13][c:14]2[n:15][cH:16][n:17][c:18]([NH:22][c:23]3[c:24]([F:33])[cH:25][c:26]([S:29](=[O:30])(=[O:31])[CH3:32])[cH:27][cH:28]3)[c:19]2[C:20]#[N:21])[CH2:11][CH2:12]1.[ClH:34].[K+:41].[K+:42].[NH2:35][OH:36].[OH2:43]>>[CH:1]([CH3:2])([CH3:3])[O:4][C:5](=[O:6])[N:7]1[CH2:8][CH2:9][CH:10]([O:13][c:14]2[n:15][cH:16][n:17][c:18]([NH:22][c:23]3[c:24]([F:33])[cH:25][c:26]([S:29](=[O:30])(=[O:31])[CH3:32])[cH:27][cH:28]3)[c:19]2[C:20](=[NH:21])[NH:35][OH:36])[CH2:11][CH2:12]1. As a reaction SMILES: [CH3:1][O:2][C:3](=[O:4])[C:5]1([c:8]2[cH:9][cH:10][c:11]([C:14](=[O:15])[Cl:16])[cH:12][cH:13]2)[CH2:6][CH2:7]1.[Cl:26][CH2:27][Cl:28].[ClH:25].[NH2:17][CH:18]1[CH:19]([NH2:24])[CH2:20][CH2:21][CH2:22][CH2:23]1>>[CH3:1][O:2][C:3](=[O:4])[C:5]1([c:8]2[cH:9][cH:10][c:11]([C:14](=[O:15])[NH:17][CH:18]3[CH:19]([NH2:24])[CH2:20][CH2:21][CH2:22][CH2:23]3)[cH:12][cH:13]2)[CH2:6][CH2:7]1. Reactants: COC(=O)C1(c2ccc(C(=O)Cl)cc2)CC1, ClCCl, Cl, NC1CCCCC1N. Product: COC(=O)C1(c2ccc(C(=O)NC3CCCCC3N)cc2)CC1.